This data is from the Open Reaction Database (ORD), a public repository of structured organic reaction records. The task is: describe an organic reaction: reactants, conditions, products, and yield Starting materials: [OH-].[Na+] (NaOH), C1=CC(=C(C=C1C[C@@H](C(=O)O)N)O)O (Levodopa), O.C=O (formaldehyde water), Cl (HCl). The solvent is O (water). Conditions: temperature 2.5 celsius, time 10 hour. Product: OC=1C=C2C[C@H](NCC2=CC1O)C(=O)O ((S)-1,2,3,4-tetrahydro-6,7-dihydroxy-3-isoquinolinecarboxylic Acid). Isolated yield 95.4%. As a reaction SMILES: [CH:1]1[C:6]([CH2:7][C@H:8]([NH2:12])[C:9]([OH:11])=[O:10])=[CH:5][C:4]([OH:13])=[C:3]([OH:14])[CH:2]=1.Cl.O.[CH2:17]=O.[OH-].[Na+]>O>[OH:13][C:4]1[CH:5]=[C:6]2[C:1](=[CH:2][C:3]=1[OH:14])[CH2:17][NH:12][C@H:8]([C:9]([OH:11])=[O:10])[CH2:7]2 |f:2.3,4.5|. Procedure: To a cold (0-5° C.) suspension of Levodopa (197.2 g, 1.0 mol) in water (1.18 L) was added 32% aqueous HCl (159.5 g, 1.4 mol). The resulting solution was cooled to 0-5° C., and 37% formaldehyde water solution (243.24 g, 3.0 mol) was added. The resulting solution was allowed to warm to 20-25° C., and stirred at 20-25° C. for 10 h. The reaction solution was cooled to 0-5° C., and 2 N aqueous NaOH (700 mL, 1.4 mol) was slowly added to adjust pH to 5-5.5. White or light yellow solids precipitated dur...